From a dataset of the Open Reaction Database (ORD), a public repository of structured organic reaction records. describe an organic reaction: reactants, conditions, products, and yield Reactants: COC(C(CC=C)NC(C1=C(C=CC=C1Cl)Cl)=O)=O (2-(2,6-dichlorobenzamido)pent-4-enoic acid methyl ester), IC1=CC=C(C=C1)N(C1=NC=CC=N1)CCC#N (3-(N-(4-iodophenyl)-N-(pyrimidin-2-yl)amino)propanenitrile). Product: COC(C(C\C=C\C1=CC=C(C=C1)N(C1=NC=CC=N1)CCC#N)NC(C1=C(C=CC=C1Cl)Cl)=O)=O ((E)-5-[4-((2-cyano-ethyl)-pyrimidin-2-yl-amino)-phenyl]-2-(2,6-dichlorobenzamido)-pent-4-enoic acid methyl ester). The yield is 78.9%. Reaction SMILES: [CH3:1][O:2][C:3](=[O:19])[CH:4]([NH:8][C:9](=[O:18])[C:10]1[C:15]([Cl:16])=[CH:14][CH:13]=[CH:12][C:11]=1[Cl:17])[CH2:5][CH:6]=[CH2:7].I[C:21]1[CH:26]=[CH:25][C:24]([N:27]([CH2:34][CH2:35][C:36]#[N:37])[C:28]2[N:33]=[CH:32][CH:31]=[CH:30][N:29]=2)=[CH:23][CH:22]=1>>[CH3:1][O:2][C:3](=[O:19])[CH:4]([NH:8][C:9](=[O:18])[C:10]1[C:11]([Cl:17])=[CH:12][CH:13]=[CH:14][C:15]=1[Cl:16])[CH2:5]/[CH:6]=[CH:7]/[C:21]1[CH:22]=[CH:23][C:24]([N:27]([CH2:34][CH2:35][C:36]#[N:37])[C:28]2[N:33]=[CH:32][CH:31]=[CH:30][N:29]=2)=[CH:25][CH:26]=1. Reported procedure: In the same manner as in Example 1, 2-(2,6-dichlorobenzamido)pent-4-enoic acid methyl ester (73 mg) was reacted with 3-(N-(4-iodophenyl)-N-(pyrimidin-2-yl)amino)propanenitrile (94 mg) to obtain (E)-5-[4-((2-cyano-ethyl)-pyrimidin-2-yl-amino)-phenyl]-2-(2,6-dichlorobenzamido)-pent-4-enoic acid methyl ester (100 mg). Column chromatography (silica gel, eluent: cyclohexane/chloroform=2/1→1/2→1/5) was used for purification.